Dataset: the Open Reaction Database (ORD), a public repository of structured organic reaction records. Task: describe an organic reaction: reactants, conditions, products, and yield Reactants: [BH3-]C#N, COc1ccc(NCCCNCCCN2CCc3cc(OC)c(OC)cc3CC2=O)cc1OC, [Na+]. The product is COc1ccc(NCCCN(C)CCCN2CCc3cc(OC)c(OC)cc3CC2=O)cc1OC. As a reaction SMILES: [C:35]([BH3-:36])#[N:37].[CH3:1][O:2][c:3]1[cH:4][c:5]2[c:6]([cH:31][c:32]1[O:33][CH3:34])[CH2:7][C:8](=[O:30])[N:9]([CH2:12][CH2:13][CH2:14][NH:15][CH2:16][CH2:17][CH2:18][NH:19][c:20]1[cH:21][c:22]([O:28][CH3:29])[c:23]([O:26][CH3:27])[cH:24][cH:25]1)[CH2:10][CH2:11]2.[Na+:38]>>[CH3:1][O:2][c:3]1[cH:4][c:5]2[c:6]([cH:31][c:32]1[O:33][CH3:34])[CH2:7][C:8](=[O:30])[N:9]([CH2:12][CH2:13][CH2:14][N:15]([CH2:16][CH2:17][CH2:18][NH:19][c:20]1[cH:21][c:22]([O:28][CH3:29])[c:23]([O:26][CH3:27])[cH:24][cH:25]1)[CH3:35])[CH2:10][CH2:11]2. Reactants: CC(C)OC(Cc1cccc(O)c1)C(=O)N1C(=O)OCC1Cc1ccccc1, Cl, [Li+], [Na+], [Na+], C1CCOC1, [OH-], OO, O=S([O-])[O-]. Product: CC(C)OC(Cc1cccc(O)c1)C(=O)O. Reaction SMILES: [CH2:1]([CH:2]1[CH2:3][O:4][C:5](=[O:6])[N:7]1[C:14]([CH:15]([CH2:16][c:17]1[cH:18][c:19]([OH:23])[cH:20][cH:21][cH:22]1)[O:24][CH:25]([CH3:26])[CH3:27])=[O:28])[c:8]1[cH:9][cH:10][cH:11][cH:12][cH:13]1.[ClH:31].[Li+:29].[Na+:36].[Na+:37].[O:38]1[CH2:39][CH2:40][CH2:41][CH2:42]1.[OH-:30].[OH:43][OH:44].[S:32](=[O:33])([O-:34])[O-:35]>>[C:14]([CH:15]([CH2:16][c:17]1[cH:18][c:19]([OH:23])[cH:20][cH:21][cH:22]1)[O:24][CH:25]([CH3:26])[CH3:27])([OH:28])=[O:33]. Starting materials: C(C)OC1=CC(=C(C=C1)N(C1=NC(=NC2=CC=CC=C12)CN1C(C2=CC=CC=C2C1=O)=O)C)F (2-{4-[(4-Ethoxy-2-fluoro-phenyl)-methyl-amino]-quinazolin-2-ylmethyl}-isoindole-1,3-dione), ClCC1=NC2=CC=CC=C2C(=N1)N(C)C1=C(C=C(C=C1)OCC)F ((2-chloromethyl-quinazolin-4-yl)-(4-ethoxy-2-fluoro-phenyl)-methyl-amine), C1(C=2C(C(N1)=O)=CC=CC2)=O.[K] (potassium phthalimide). The solvent is CN(C=O)C (N,N-dimethylformamide). Reaction conditions: temperature 70 celsius. Yields the product NCC1=NC2=CC=CC=C2C(=N1)N(C)C1=C(C=C(C=C1)OCC)F ((2-Aminomethyl-quinazolin-4-yl)-(4-ethoxy-2-fluoro-phenyl)-methyl-amine). Isolated yield 90.0%. RXN SMILES: [CH2:1]([O:3][C:4]1[CH:9]=[CH:8][C:7]([N:10]([CH3:33])[C:11]2[C:20]3[C:15](=[CH:16][CH:17]=[CH:18][CH:19]=3)[N:14]=[C:13]([CH2:21][N:22]3C(=O)C4C(=CC=CC=4)C3=O)[N:12]=2)=[C:6]([F:34])[CH:5]=1)[CH3:2].ClCC1N=C(N(C2C=CC(OCC)=CC=2F)C)C2C(=CC=CC=2)N=1.C1(=O)NC(=O)C2=CC=CC=C12.[K]>CN(C)C=O>[NH2:22][CH2:21][C:13]1[N:12]=[C:11]([N:10]([C:7]2[CH:8]=[CH:9][C:4]([O:3][CH2:1][CH3:2])=[CH:5][C:6]=2[F:34])[CH3:33])[C:20]2[C:15](=[CH:16][CH:17]=[CH:18][CH:19]=2)[N:14]=1 |f:2.3,^1:69|. Procedure: 2-{4-[(4-Ethoxy-2-fluoro-phenyl)-methyl-amino]-quinazolin-2-ylmethyl}-isoindole-1,3-dione: To (2-chloromethyl-quinazolin-4-yl)-(4-ethoxy-2-fluoro-phenyl)-methyl-amine (341 mg 0.94 mmol) in N,N-dimethylformamide (3 mL) was added potassium phthalimide (381 mg, 2.1 mmol). The reaction was heated to 70° C. for 2.5 hours. The reaction was quenched with H2O and diluted with EtOAc. The aqueous phase was extracted with EtOAc (3×10 mL). The combined organic phases were washed with brine, dried (MgSO4), c... The reactants are ClC=1C=C(C=CC1)CC(=O)N[C@@H](C)C(=O)O (N-(3-chlorophenyl-acetyl)alanine), CN(C)CCO (2-(N,N-dimethyl amino) ethanol). The product is CN(C)CCOC([C@@H](NC(CC1=CC(=CC=C1)Cl)=O)C)=O (N-[(3-chlorophenyl)acetyl] alanine 2-(N,N-dimethylamino)ethyl ester). As a reaction SMILES: [Cl:1][C:2]1[CH:3]=[C:4]([CH2:8][C:9]([NH:11][C@H:12]([C:14]([OH:16])=[O:15])[CH3:13])=[O:10])[CH:5]=[CH:6][CH:7]=1.[CH3:17][N:18]([CH2:20][CH2:21]O)[CH3:19]>>[CH3:17][N:18]([CH2:20][CH2:21][O:15][C:14](=[O:16])[C@H:12]([CH3:13])[NH:11][C:9](=[O:10])[CH2:8][C:4]1[CH:5]=[CH:6][CH:7]=[C:2]([Cl:1])[CH:3]=1)[CH3:19]. Procedure: Following General Procedure BC above, and using N-(3-chlorophenyl-acetyl)alanine (from Example BD above) and 2-(N,N-dimethyl amino) ethanol (Aldrich), the title compound can be prepared. The reaction was monitored by tlc on silica gel and purification was by liquid chromatography using 0.1:2:0.79 NH4OH:EtOH:CHCl3 as the eluant. Starting materials: CCCCOCCOCCO, Clc1nsnc1-c1cccnc1, [H-], [Na+], C1CCOC1, O. Product: CCCCOCCOCCOc1nsnc1-c1cccnc1. As a reaction SMILES: [CH2:1]([CH2:2][CH2:3][CH3:4])[O:5][CH2:6][CH2:7][O:8][CH2:9][CH2:10][OH:11].[Cl:14][c:15]1[c:16](-[c:20]2[cH:21][n:22][cH:23][cH:24][cH:25]2)[n:17][s:18][n:19]1.[H-:12].[Na+:13].[O:27]1[CH2:28][CH2:29][CH2:30][CH2:31]1.[OH2:26]>>[CH2:1]([CH2:2][CH2:3][CH3:4])[O:5][CH2:6][CH2:7][O:8][CH2:9][CH2:10][O:11][c:15]1[c:16](-[c:20]2[cH:21][n:22][cH:23][cH:24][cH:25]2)[n:17][s:18][n:19]1. Reaction SMILES: [C:28]([CH3:29])([CH3:30])([CH3:31])[O:32][C:33]([N:34]([CH2:35][CH2:36][CH2:37][F:38])[CH2:39][c:40]1[cH:41][cH:42][c:43]([Br:46])[cH:44][cH:45]1)=[O:47].[C:51](=[O:52])([O-:53])[O-:54].[CH2:57]1[O:58][CH2:59][CH2:60][O:61][CH2:62]1.[CH3:48][CH2:49][OH:50].[F:1][c:2]1[cH:3][c:4]([N:17]2[C:18](=[O:27])[O:19][CH:20]([CH2:22][NH:23][C:24]([CH3:25])=[O:26])[CH2:21]2)[cH:5][cH:6][c:7]1[B:8]1[O:9][C:10]([CH3:11])([CH3:12])[C:13]([CH3:14])([CH3:15])[O:16]1.[K+:55].[K+:56].[OH2:63]>>[F:1][c:2]1[cH:3][c:4]([N:17]2[C:18](=[O:27])[O:19][CH:20]([CH2:22][NH:23][C:24]([CH3:25])=[O:26])[CH2:21]2)[cH:5][cH:6][c:7]1-[c:43]1[cH:42][cH:41][c:40]([CH2:39][N:34]([C:33]([O:32][C:28]([CH3:29])([CH3:30])[CH3:31])=[O:47])[CH2:35][CH2:36][CH2:37][F:38])[cH:45][cH:44]1. Yields the product CC(=O)NCC1CN(c2ccc(-c3ccc(CN(CCCF)C(=O)OC(C)(C)C)cc3)c(F)c2)C(=O)O1. The reactants are CC(C)(C)OC(=O)N(CCCF)Cc1ccc(Br)cc1, O=C([O-])[O-], C1COCCO1, CCO, CC(=O)NCC1CN(c2ccc(B3OC(C)(C)C(C)(C)O3)c(F)c2)C(=O)O1, [K+], [K+], O. As a reaction SMILES: [CH3:1][SiH:2]([CH3:3])[N:8]([Si:4]([CH3:5])([CH3:6])[CH3:7])[CH3:9].[CH3:28][Si:29]([Cl:30])([CH3:31])[CH3:32].[NH2:10][c:11]1[n:12][c:13]([Cl:20])[c:14]2[nH:15][cH:16][n:17][c:18]2[n:19]1.[NH4+:21].[NH4+:22].[O-:23][S:24](=[O:25])(=[O:26])[O-:27]>>[Si:4]([CH3:5])([CH3:6])([CH3:7])[c:16]1[nH:15][c:14]2[c:13]([Cl:20])[n:12][c:11]([NH2:10])[n:19][c:18]2[n:17]1. The reactants are CN([SiH](C)C)[Si](C)(C)C, C[Si](C)(C)Cl, Nc1nc(Cl)c2[nH]cnc2n1, [NH4+], [NH4+], O=S(=O)([O-])[O-]. Product: C[Si](C)(C)c1nc2nc(N)nc(Cl)c2[nH]1. Reactants: Cc1nc(-n2ccc(OCCC3CC3)cc2=O)sc1C(=O)O, NCc1ccccc1. The product is Cc1nc(-n2ccc(OCCC3CC3)cc2=O)sc1C(=O)NCc1ccccc1. RXN SMILES: [CH:1]1([CH2:4][CH2:5][O:6][c:7]2[cH:8][c:9](=[O:22])[n:10](-[c:13]3[s:14][c:15]([C:19](=[O:20])[OH:21])[c:16]([CH3:18])[n:17]3)[cH:11][cH:12]2)[CH2:2][CH2:3]1.[NH2:23][CH2:24][c:25]1[cH:26][cH:27][cH:28][cH:29][cH:30]1>>[CH:1]1([CH2:4][CH2:5][O:6][c:7]2[cH:8][c:9](=[O:22])[n:10](-[c:13]3[s:14][c:15]([C:19](=[O:21])[NH:23][CH2:24][c:25]4[cH:26][cH:27][cH:28][cH:29][cH:30]4)[c:16]([CH3:18])[n:17]3)[cH:11][cH:12]2)[CH2:2][CH2:3]1. Starting materials: CC(C)C(=O)O, NC1CCCCC1O. The product is CC(C)C(=O)NC1CCCCC1O. Reaction SMILES: [CH3:1][CH:2]([CH3:3])[C:4]([OH:5])=[O:6].[NH2:7][CH:8]1[CH:9]([OH:14])[CH2:10][CH2:11][CH2:12][CH2:13]1>>[CH3:1][CH:2]([CH3:3])[C:4](=[O:6])[NH:7][CH:8]1[CH:9]([OH:14])[CH2:10][CH2:11][CH2:12][CH2:13]1. The reactants are C(C)OC(CC1=NN(C(C2=CC=CC=C12)=O)CC=1SC2=C(N1)C=CC=C2Cl)=O (ethyl-3-(7-chlorobenzothiazol-2-ylmethyl)-4-oxo-3-H-phthalazin-1-ylacetate), C(C)O (ethanol), [OH-].[K+] (potassium hydroxide). The solvent is O1CCCC1 (tetrahydrofuran). Conditions: time 2 hour. Yields the product ClC1=CC=CC=2N=C(SC21)CN2N=C(C1=CC=CC=C1C2=O)CC(=O)O (3-(7-Chlorobenzothiazol-2ylmethyl)-4-oxo-3-H-phthalazin-1-ylacetic acid). Isolated yield 36.6%. Reaction SMILES: C([O:3][C:4](=[O:28])[CH2:5][C:6]1[C:15]2[C:10](=[CH:11][CH:12]=[CH:13][CH:14]=2)[C:9](=[O:16])[N:8]([CH2:17][C:18]2[S:19][C:20]3[C:26]([Cl:27])=[CH:25][CH:24]=[CH:23][C:21]=3[N:22]=2)[N:7]=1)C.C(O)C.[OH-].[K+]>O1CCCC1>[Cl:27][C:26]1[C:20]2[S:19][C:18]([CH2:17][N:8]3[C:9](=[O:16])[C:10]4[C:15](=[CH:14][CH:13]=[CH:12][CH:11]=4)[C:6]([CH2:5][C:4]([OH:28])=[O:3])=[N:7]3)=[N:22][C:21]=2[CH:23]=[CH:24][CH:25]=1 |f:2.3|. Reported procedure: To a solution of ethyl-3-(7-chlorobenzothiazol-2-ylmethyl)-4-oxo-3-H-phthalazin-1-ylacetate (800 mg) in a 2:1 mixture of ethanol and tetrahydrofuran (30 ml) was added 5 ml of 1% aqueous potassium hydroxide solution and the mixture was stirred at room temperature for 2 hours. The reaction mixture was concentrated by evaporation under vacuum and the resulting residue was diluted with water (10 ml). Upon adjusting the pH of the solution to around 2 with sufficient 10% HCl,a white precipitate was ob...